This data is from the Open Reaction Database (ORD), a public repository of structured organic reaction records. The task is: describe an organic reaction: reactants, conditions, products, and yield The reactants are ClCC1=NC=CC(=C1C)SCCCSC=1C=CC=2N(N1)C(=CN2)[N+](=O)[O-] (6-[3-(2-chloromethyl-3-methylpyridin-4-ylsulfanyl)propylsulfanyl]-3-nitroimidazo[1,2-b]pyridazine), N1=C(C=CC=C1)N1C(=NC=C1)S (1-pyridin-2-yl-1H-imidazole-2-thiol), O (water). Solvent: C(C)(C)O (isopropanol). Yields the product CC=1C(=NC=CC1SCCCSC=1C=CC=2N(N1)C(=CN2)[N+](=O)[O-])C(C2=NC=CC=C2)SC=2NC=CN2 (6-{3-[3-Methyl-2-(1-pyridin-2-yl-1H-imidazol-2-ylsulfanylmethyl) pyridin-4-yl-sulfanyl]propyl-sulfanyl}3-nitroimidazo[1,2-b]pyridazine). Yield: 29.2%. As a reaction SMILES: Cl[CH2:2][C:3]1[C:8]([CH3:9])=[C:7]([S:10][CH2:11][CH2:12][CH2:13][S:14][C:15]2[CH:16]=[CH:17][C:18]3[N:19]([C:21]([N+:24]([O-:26])=[O:25])=[CH:22][N:23]=3)[N:20]=2)[CH:6]=[CH:5][N:4]=1.N1C=CC=CC=1[N:33]1[CH:37]=[CH:36][N:35]=[C:34]1[SH:38].O>C(O)(C)C>[CH3:9][C:8]1[C:3]([CH:2]([S:38][C:34]2[NH:35][CH:36]=[CH:37][N:33]=2)[C:3]2[CH:8]=[CH:7][CH:6]=[CH:5][N:4]=2)=[N:4][CH:5]=[CH:6][C:7]=1[S:10][CH2:11][CH2:12][CH2:13][S:14][C:15]1[CH:16]=[CH:17][C:18]2[N:19]([C:21]([N+:24]([O-:26])=[O:25])=[CH:22][N:23]=2)[N:20]=1. Reported procedure: 2.3 g (5.6 mmol) of 6-[3-(2-chloromethyl-3-methylpyridin-4-ylsulfanyl)propylsulfanyl]-3-nitroimidazo[1,2-b]pyridazine and 1.0 g (5.6 mmol) of 1-pyridin-2-yl-1H-imidazole-2-thiol in 100 ml of isopropanol are heated under reflux for 2 h under a nitrogen atmosphere. The mixture is then cooled to room temperature, treated with 1 l of water and extracted with 4×200 ml of ethyl acetate. The organic extracts are washed with water, dried over magnesium sulfate and concentrated. The residue is purified b... Reactants: ClC1=C(C=C(N)C=C1)C1=NC=CC=C1 (4-chloro-3-(pyridin-2-yl)aniline), ClC1=C(C(=O)O)C=CC(=C1)CS(=O)(=O)C (2-chloro-4-(methylsulfonylmethyl)benzoic acid). Yields the product ClC1=C(C(=O)NC2=CC(=C(C=C2)Cl)C2=NC=CC=C2)C=CC(=C1)CS(=O)(=O)C (2-chloro-N-(4-chloro-3-(pyridin-2-yl)phenyl)-4-(methylsulfonylmethyl)benzamide). As a reaction SMILES: [Cl:1][C:2]1[CH:8]=[CH:7][C:5]([NH2:6])=[CH:4][C:3]=1[C:9]1[CH:14]=[CH:13][CH:12]=[CH:11][N:10]=1.[Cl:15][C:16]1[CH:24]=[C:23]([CH2:25][S:26]([CH3:29])(=[O:28])=[O:27])[CH:22]=[CH:21][C:17]=1[C:18](O)=[O:19]>>[Cl:15][C:16]1[CH:24]=[C:23]([CH2:25][S:26]([CH3:29])(=[O:28])=[O:27])[CH:22]=[CH:21][C:17]=1[C:18]([NH:6][C:5]1[CH:7]=[CH:8][C:2]([Cl:1])=[C:3]([C:9]2[CH:14]=[CH:13][CH:12]=[CH:11][N:10]=2)[CH:4]=1)=[O:19]. Procedure: 3.01 g of tert-butyl 4-(bromomethyl)-2-chlorobenzoate was reacted via Procedure O to give tert-butyl 2-chloro-4-(methylsulfonylmethyl)benzoate. 1.2 g of tert-butyl 2-chloro-4-(methylsulfonylmethyl)benzoate was treated with 10 mL of 4N HCl in Dioxane at 45° C. and concentrated upon completion to give crude 2-chloro-4-(methylsulfonylmethyl)benzoic acid. 775 mg of 4-chloro-3-(pyridin-2-yl)aniline was coupled to 1 g of 2-chloro-4-(methylsulfonylmethyl)benzoic acid via Procedure G. The crude product ... Reactants: O=C([O-])[O-], COCCOC, CCO, Cc1ccc(C(=O)NC2CC2)cc1-c1ccc2c(Cl)nncc2c1, [K+], [K+], Cc1ccccc1B(O)O, c1ccc(P(c2ccccc2)(c2ccccc2)[Pd](P(c2ccccc2)(c2ccccc2)c2ccccc2)(P(c2ccccc2)(c2ccccc2)c2ccccc2)P(c2ccccc2)(c2ccccc2)c2ccccc2)cc1. Product: Cc1ccc(C(=O)NC2CC2)cc1-c1ccc2c(-c3ccccc3C)nncc2c1. As a reaction SMILES: [C:35](=[O:36])([O-:37])[O-:38].[CH3:41][O:42][CH2:43][CH2:44][O:45][CH3:46].[CH3:47][CH2:48][OH:49].[Cl:1][c:2]1[n:3][n:4][cH:5][c:6]2[cH:7][c:8](-[c:12]3[cH:13][c:14]([C:15](=[O:16])[NH:17][CH:18]4[CH2:19][CH2:20]4)[cH:21][cH:22][c:23]3[CH3:24])[cH:9][cH:10][c:11]12.[K+:39].[K+:40].[c:25]1([CH3:34])[c:26]([B:31]([OH:32])[OH:33])[cH:27][cH:28][cH:29][cH:30]1.[cH:50]1[cH:51][cH:52][c:53]([P:54]([Pd:55]([P:56]([c:57]2[cH:58][cH:59][cH:60][cH:61][cH:62]2)([c:63]2[cH:64][cH:65][cH:66][cH:67][cH:68]2)[c:69]2[cH:70][cH:71][cH:72][cH:73][cH:74]2)([P:75]([c:76]2[cH:77][cH:78][cH:79][cH:80][cH:81]2)([c:82]2[cH:83][cH:84][cH:85][cH:86][cH:87]2)[c:88]2[cH:89][cH:90][cH:91][cH:92][cH:93]2)[P:94]([c:95]2[cH:96][cH:97][cH:98][cH:99][cH:100]2)([c:101]2[cH:102][cH:103][cH:104][cH:105][cH:106]2)[c:107]2[cH:108][cH:109][cH:110][cH:111][cH:112]2)([c:113]2[cH:114][cH:115][cH:116][cH:117][cH:118]2)[c:119]2[cH:120][cH:121][cH:122][cH:123][cH:124]2)[cH:125][cH:126]1>>[c:2]1(-[c:26]2[c:25]([CH3:34])[cH:30][cH:29][cH:28][cH:27]2)[n:3][n:4][cH:5][c:6]2[cH:7][c:8](-[c:12]3[cH:13][c:14]([C:15](=[O:16])[NH:17][CH:18]4[CH2:19][CH2:20]4)[cH:21][cH:22][c:23]3[CH3:24])[cH:9][cH:10][c:11]12. Starting materials: Cc1ccccc1, Nc1cnc(Oc2ccc(Cl)c3c2CCCC3)c(Cl)c1, O=C=NC(=O)c1c(F)cccc1Cl. Yields the product O=C(NC(=O)c1c(F)cccc1Cl)Nc1cnc(Oc2ccc(Cl)c3c2CCCC3)c(Cl)c1. Reaction SMILES: [CH3:34][c:35]1[cH:36][cH:37][cH:38][cH:39][cH:40]1.[Cl:1][c:2]1[cH:3][cH:4][c:5]([O:12][c:13]2[n:14][cH:15][c:16]([NH2:20])[cH:17][c:18]2[Cl:19])[c:6]2[c:11]1[CH2:10][CH2:9][CH2:8][CH2:7]2.[Cl:21][c:22]1[c:23]([C:24](=[O:25])[N:26]=[C:27]=[O:28])[c:29]([F:33])[cH:30][cH:31][cH:32]1>>[Cl:1][c:2]1[cH:3][cH:4][c:5]([O:12][c:13]2[n:14][cH:15][c:16]([NH:20][C:27]([NH:26][C:24]([c:23]3[c:22]([Cl:21])[cH:32][cH:31][cH:30][c:29]3[F:33])=[O:25])=[O:28])[cH:17][c:18]2[Cl:19])[c:6]2[c:11]1[CH2:10][CH2:9][CH2:8][CH2:7]2. Starting materials: Tetra(N-butyl)ammonium fluoride, [Si](C)(C)(C(C)(C)C)OCC(C)(C)C=1C=C(C(=NC1)NC=1C=NC(=C(C1)F)OC)C1=NC(=NC(=N1)C)N (4-(5-(1-(tert-butyldimethylsilyloxy)-2-methylpropan-2-yl)-2-(5-fluoro-6-methoxypyridin-3-ylamino)pyridin-3-yl)-6-methyl-1,3,5-triazin-2-amine). Run in C1CCOC1 (THF). Conditions: temperature 0 celsius, time 10 minute. Yields the product NC1=NC(=NC(=N1)C)C=1C=C(C=NC1NC=1C=NC(=C(C1)F)OC)C(CO)(C)C (2-(5-(4-amino-6-methyl-1,3,5-triazin-2-yl)-6-(5-fluoro-6-methoxypyridin-3-ylamino)pyridin-3-yl)-2-methylpropan-1-ol). The yield is 63.6%. As a reaction SMILES: [Si]([O:8][CH2:9][C:10]([C:13]1[CH:14]=[C:15]([C:29]2[N:34]=[C:33]([CH3:35])[N:32]=[C:31]([NH2:36])[N:30]=2)[C:16]([NH:19][C:20]2[CH:21]=[N:22][C:23]([O:27][CH3:28])=[C:24]([F:26])[CH:25]=2)=[N:17][CH:18]=1)([CH3:12])[CH3:11])(C(C)(C)C)(C)C>C1COCC1>[NH2:36][C:31]1[N:32]=[C:33]([CH3:35])[N:34]=[C:29]([C:15]2[CH:14]=[C:13]([C:10]([CH3:12])([CH3:11])[CH2:9][OH:8])[CH:18]=[N:17][C:16]=2[NH:19][C:20]2[CH:21]=[N:22][C:23]([O:27][CH3:28])=[C:24]([F:26])[CH:25]=2)[N:30]=1. Procedure details: Tetra(N-butyl)ammonium fluoride (1.0M in THF) (Fluka, St. Louis, Mo.; 0.432 mL, 0.432 mmol) was added to an orange solution of 4-(5-(1-(tert-butyldimethylsilyloxy)-2-methylpropan-2-yl)-2-(5-fluoro-6-methoxypyridin-3-ylamino)pyridin-3-yl)-6-methyl-1,3,5-triazin-2-amine (88.8 mg, 0.173 mmol) in THF (2.0 mL) at 0° C., and the resulting mixture was stirred at 0° C. for 10 min, then at 25° C. for 3 h. The reaction mixture was subsequently concentrated onto silica gel and chromatographically purified ... Starting materials: C(C)(C)(C)OC(C(C)(SC=1SC=C(N1)CCN(C1=NC=C(C=N1)C1=CC=C(C=C1)OC(F)(F)F)C)C)=O (2-methyl-2-({4-[2-(methyl{5-[4-(trifluoromethoxy)phenyl]pyrimidin-2-yl}amino)ethyl]-1,3-thiazol-2-yl}thio)propionic acid tert-butyl ester), FC(C(=O)O)(F)F (trifluoroacetic acid). Run in ClCCl (dichloromethane). Run at time 12 hour. The product is CC(C(=O)O)(C)SC=1SC=C(N1)CCN(C1=NC=C(C=N1)C1=CC=C(C=C1)OC(F)(F)F)C (2-methyl-2-({4-[2-(methyl{5-[4-(trifluoromethoxy)phenyl]pyrimidin-2-yl}amino)ethyl]-1,3-thiazol-2-yl}thio)propionic acid). Yield: 79.5%. RXN SMILES: C([O:5][C:6](=[O:37])[C:7]([CH3:36])([S:9][C:10]1[S:11][CH:12]=[C:13]([CH2:15][CH2:16][N:17]([CH3:35])[C:18]2[N:23]=[CH:22][C:21]([C:24]3[CH:29]=[CH:28][C:27]([O:30][C:31]([F:34])([F:33])[F:32])=[CH:26][CH:25]=3)=[CH:20][N:19]=2)[N:14]=1)[CH3:8])(C)(C)C.FC(F)(F)C(O)=O>ClCCl>[CH3:36][C:7]([S:9][C:10]1[S:11][CH:12]=[C:13]([CH2:15][CH2:16][N:17]([CH3:35])[C:18]2[N:23]=[CH:22][C:21]([C:24]3[CH:25]=[CH:26][C:27]([O:30][C:31]([F:32])([F:34])[F:33])=[CH:28][CH:29]=3)=[CH:20][N:19]=2)[N:14]=1)([CH3:8])[C:6]([OH:37])=[O:5]. Reported procedure: 2-Methyl-2-({4-[2-(methyl{5-[4-(trifluoromethoxy)phenyl]pyrimidin-2-yl}amino)ethyl]-1,3-thiazol-2-yl}thio)propionic acid tert-butyl ester (210 mg) obtained in Example 163-1 was dissolved in dichloromethane (2 mL), trifluoroacetic acid (2 mL) was added, and the mixture was stirred at room temperature for 12 hr. The reaction mixture was concentrated under reduced pressure, ethyl acetate was added, and the mixture was washed with saturated aqueous sodium hydrogen carbonate solution (the objective c...